Dataset: the Open Reaction Database (ORD), a public repository of structured organic reaction records. Task: describe an organic reaction: reactants, conditions, products, and yield Starting materials: O=C([O-])O, C=CCOC(=O)C12CC1C(=O)N(c1ccc(-n3ccccc3=O)cc1F)C2=O, C1COCCN1, C1CCOC1, ClCCl, [Na+]. Product: O=C1C2CC2(C(=O)O)C(=O)N1c1ccc(-n2ccccc2=O)cc1F. As a reaction SMILES: [C:35](=[O:36])([OH:37])[O-:38].[CH2:1]([CH:2]=[CH2:3])[O:4][C:5](=[O:6])[C:7]12[C:8](=[O:28])[N:9]([c:14]3[c:15]([F:27])[cH:16][c:17](-[n:20]4[c:21](=[O:26])[cH:22][cH:23][cH:24][cH:25]4)[cH:18][cH:19]3)[C:10](=[O:13])[CH:11]1[CH2:12]2.[CH2:29]1[NH:30][CH2:31][CH2:32][O:33][CH2:34]1.[CH2:43]1[O:44][CH2:45][CH2:46][CH2:47]1.[Cl:40][CH2:41][Cl:42].[Na+:39]>>[O:4]=[C:5]([OH:6])[C:7]12[C:8](=[O:28])[N:9]([c:14]3[c:15]([F:27])[cH:16][c:17](-[n:20]4[c:21](=[O:26])[cH:22][cH:23][cH:24][cH:25]4)[cH:18][cH:19]3)[C:10](=[O:13])[CH:11]1[CH2:12]2. Reactants: C([O-])([O-])=O.[Na+].[Na+] (sodium carbonate), [N+](=O)(O)[O-] (nitric acid), OCC1=NN=C(N1CCC)S (3-hydroxymethyl-5-mercapto-4-propyl-4H-1,2,4-triazole), N(=O)[O-].[Na+] (sodium nitrite). Run in O (water). The product is OCC1=NN=CN1CCC (3-hydroxymethyl-4-propyl-4H-1,2,4-triazole). The yield is 73.0%. Reaction SMILES: [N+]([O-])(O)=O.N([O-])=O.[Na+].[OH:9][CH2:10][C:11]1[N:15]([CH2:16][CH2:17][CH3:18])[C:14](S)=[N:13][N:12]=1.C(=O)([O-])[O-].[Na+].[Na+]>O>[OH:9][CH2:10][C:11]1[N:15]([CH2:16][CH2:17][CH3:18])[CH:14]=[N:13][N:12]=1 |f:1.2,4.5.6|. Procedure: To a mixture of 90% nitric acid (18 ml) and water (26 ml) was added sodium nitrite (0.07 g) and then 3-hydroxymethyl-5-mercapto-4-propyl-4H-1,2,4-triazole (10 g) was slowly added for 0.5 hours at 45° C. After cooling to room temperature, and sodium carbonate was slowly added thereto to adjust pH to 7 at 0° C. The reaction mixture was concentrated under reduced pressure, methanol was added to the residue, and the precipitates were removed by filtration. The mixture was concentrated under reduced ... Reactants: [OH-].[NH4+] (Ammonium hydroxide), C(C)(=O)OC1=CC=C(C=C1)CCOC1=CC=C(C=C1)C=O (4-[2-(4-formylphenoxy)ethyl]phenyl acetate). Solvent: CO (methanol). Yields the product OC1=CC=C(C=C1)CCOC1=CC=C(C=O)C=C1 (4-[2-(4-hydroxyphenyl)ethoxy]benzaldehyde). Isolated yield 94.3%. As a reaction SMILES: [OH-].[NH4+].C([O:6][C:7]1[CH:12]=[CH:11][C:10]([CH2:13][CH2:14][O:15][C:16]2[CH:21]=[CH:20][C:19]([CH:22]=[O:23])=[CH:18][CH:17]=2)=[CH:9][CH:8]=1)(=O)C>CO>[OH:6][C:7]1[CH:12]=[CH:11][C:10]([CH2:13][CH2:14][O:15][C:16]2[CH:17]=[CH:18][C:19]([CH:22]=[O:23])=[CH:20][CH:21]=2)=[CH:9][CH:8]=1 |f:0.1|. Procedure details: Ammonium hydroxide was added to a solution of 2.0 g (7 mmole) 4-[2-(4-formylphenoxy)ethyl]phenyl acetate in methanol. When the starting material was consumed the solvent was evaporated in vacuo. 0.5 M hydrochloric acid was added and the product was extracted with diethyl ether and dichloromethane, dried, filtered and evaporated to give 1.6 g (yield 93%) of 4-[2-(4-hydroxyphenyl)ethoxy]benzaldehyde